The task is: describe an organic reaction: reactants, conditions, products, and yield. This data is from the Open Reaction Database (ORD), a public repository of structured organic reaction records. The reactants are [BH3-]C#N, O=C([O-])[O-], CC(=O)O, CC(C)=O, O=[N+]([O-])c1ccc(OC2CCNCC2)c(Cl)c1, [K+], [K+], [Na+]. Product: CC(C)N1CCC(Oc2ccc([N+](=O)[O-])cc2Cl)CC1. Reaction SMILES: [C:22]([BH3-:23])#[N:24].[C:26](=[O:27])([O-:28])[O-:29].[CH3:18][C:19](=[O:20])[OH:21].[CH3:32][C:33](=[O:34])[CH3:35].[Cl:1][c:2]1[cH:3][c:4]([N+:15](=[O:16])[O-:17])[cH:5][cH:6][c:7]1[O:8][CH:9]1[CH2:10][CH2:11][NH:12][CH2:13][CH2:14]1.[K+:30].[K+:31].[Na+:25]>>[Cl:1][c:2]1[cH:3][c:4]([N+:15](=[O:16])[O-:17])[cH:5][cH:6][c:7]1[O:8][CH:9]1[CH2:10][CH2:11][N:12]([CH:19]([CH3:18])[CH3:22])[CH2:13][CH2:14]1. The reactants are [OH-].[Mg+2].[OH-] (magnesium hydroxide), C([O-])([O-])=O (carbonate), C(=O)(O)CSCC(=O)O ((carboxymethylthio) acetic acid). Product: C(=O)(O)CSCC(=O)[O-].[Mg+2].C(=O)(O)CSCC(=O)[O-] (Magnesium (carboxymethylthio)acetate). RXN SMILES: [OH-].[Mg+2:2].[OH-].C(=O)([O-])[O-].[C:8]([CH2:11][S:12][CH2:13][C:14]([OH:16])=[O:15])([OH:10])=[O:9]>>[C:8]([CH2:11][S:12][CH2:13][C:14]([O-:16])=[O:15])([OH:10])=[O:9].[Mg+2:2].[C:8]([CH2:11][S:12][CH2:13][C:14]([O-:16])=[O:15])([OH:10])=[O:9] |f:0.1.2,5.6.7|. Procedure: Magnesium (carboxymethylthio)acetate is prepared by reacting magnesium hydroxide or carbonate with (carboxymethylthio) acetic acid, this salt being a mucolytic agent of the invention. It is called compound LJ 1165 hereinafter. The reactants are C1CCC2=NCCCN2CC1, CS(=O)c1nc(N)nc(-c2ccco2)c1Cl, C1COCCO1, OCCCc1ccccc1. The product is Nc1nc(OCCCc2ccccc2)c(Cl)c(-c2ccco2)n1. RXN SMILES: [CH2:27]1[CH2:28][CH2:29][C:30]2=[N:35][CH2:34][CH2:33][CH2:32][N:31]2[CH2:36][CH2:37]1.[Cl:1][c:2]1[c:3](-[c:12]2[o:13][cH:14][cH:15][cH:16]2)[n:4][c:5]([NH2:11])[n:6][c:7]1[S:8]([CH3:9])=[O:10].[O:38]1[CH2:39][CH2:40][O:41][CH2:42][CH2:43]1.[c:17]1([CH2:23][CH2:24][CH2:25][OH:26])[cH:18][cH:19][cH:20][cH:21][cH:22]1>>[Cl:1][c:2]1[c:3](-[c:12]2[o:13][cH:14][cH:15][cH:16]2)[n:4][c:5]([NH2:11])[n:6][c:7]1[O:26][CH2:25][CH2:24][CH2:23][c:17]1[cH:18][cH:19][cH:20][cH:21][cH:22]1. Reactants: ClC1=NC=C(C=C1NS(=O)(=O)C)C1=CC(=C2C=NN(C2=C1)S(=O)(=O)C1=CC=C(C=C1)C)C#N (N-(2-Chloro-5-{4-cyano-1-[(4-methylphenyl)sulfonyl]-1H-indazol-6-yl}-3-pyridinyl)methanesulfonamide), C[Si](C)(C)N=[N+]=[N-] (trimethylsilyl azide), C(CCC)[Sn](=O)CCCC (dibutyl(oxo)stannane). Run in C1(=CC=CC=C1)C (toluene). Conditions: temperature 100 celsius. Product: ClC1=NC=C(C=C1NS(=O)(=O)C)C1=CC(=C2C=NN(C2=C1)S(=O)(=O)C1=CC=C(C=C1)C)C1=NN=NN1 (N-{2-Chloro-5-[1-[(4-methylphenyl)sulfonyl]-4-(1H-tetrazol-5-yl)-1H-indazol-6-yl]-3-pyridinyl}methanesulfonamide). Yield: 74.8%. As a reaction SMILES: [Cl:1][C:2]1[C:7]([NH:8][S:9]([CH3:12])(=[O:11])=[O:10])=[CH:6][C:5]([C:13]2[CH:21]=[C:20]3[C:16]([CH:17]=[N:18][N:19]3[S:22]([C:25]3[CH:30]=[CH:29][C:28]([CH3:31])=[CH:27][CH:26]=3)(=[O:24])=[O:23])=[C:15]([C:32]#[N:33])[CH:14]=2)=[CH:4][N:3]=1.C[Si]([N:38]=[N+:39]=[N-:40])(C)C.C([Sn](CCCC)=O)CCC>C1(C)C=CC=CC=1>[Cl:1][C:2]1[C:7]([NH:8][S:9]([CH3:12])(=[O:11])=[O:10])=[CH:6][C:5]([C:13]2[CH:21]=[C:20]3[C:16]([CH:17]=[N:18][N:19]3[S:22]([C:25]3[CH:30]=[CH:29][C:28]([CH3:31])=[CH:27][CH:26]=3)(=[O:24])=[O:23])=[C:15]([C:32]3[NH:40][N:39]=[N:38][N:33]=3)[CH:14]=2)=[CH:4][N:3]=1. Procedure details: N-(2-Chloro-5-{4-cyano-1-[(4-methylphenyl)sulfonyl]-1H-indazol-6-yl}-3-pyridinyl)methanesulfonamide (1.6 g, 3.19 mmol), trimethylsilyl azide (0.734 g, 6.37 mmol) and dibutyl(oxo)stannane (0.079 g, 0.319 mmol) were placed in toluene (30 ml) and the mixture heated at 100° C. for 16 h. The mixture was stirred at this temperature over the weekend. The mixture was cooled to room temperature and the solvent removed in vacuo. The residue was adsorbed onto florisil and chromatographed on silica (100 g c...